Dataset: the Open Reaction Database (ORD), a public repository of structured organic reaction records. Task: describe an organic reaction: reactants, conditions, products, and yield Reactants: CCC(C)CC(CC(=O)OC(C)(C)C)C(=O)N1C(=O)OC(c2ccccc2)C1C, C1CCOC1, [Li+], [Na+], [Na+], [Na+], [OH-], O, OO, O=S([O-])O, O=S([O-])[O-]. Product: CCC(C)CC(CC(=O)OC(C)(C)C)C(=O)O. As a reaction SMILES: [C:1]([CH3:2])([CH3:3])([CH3:4])[O:5][C:6]([CH2:7][CH:8]([CH2:9][CH:10]([CH2:11][CH3:12])[CH3:13])[C:14](=[O:15])[N:16]1[CH:17]([CH3:18])[CH:19]([c:20]2[cH:21][cH:22][cH:23][cH:24][cH:25]2)[O:26][C:27]1=[O:28])=[O:29].[CH2:46]1[O:47][CH2:48][CH2:49][CH2:50]1.[Li+:31].[Na+:38].[Na+:43].[Na+:44].[OH-:30].[OH2:45].[OH:32][OH:33].[S:34]([O-:35])(=[O:36])[OH:37].[S:39]([O-:40])([O-:41])=[O:42]>>[C:1]([CH3:2])([CH3:3])([CH3:4])[O:5][C:6]([CH2:7][CH:8]([CH2:9][CH:10]([CH2:11][CH3:12])[CH3:13])[C:14]([OH:15])=[O:35])=[O:29]. Procedure: The product from Example 8A and 4-fluorobenzaldehyde were processed as described in Example 1C to provide the title compound. 1H NMR (300 MHz, CDCl3) δ7.07-7.32 (m, 9H), 7.00-6.85 (m, 3H), 6.10 (s, 1H), 4.03 (s, 2H), 4.02 (s, 2H), 2.95 (s, 3H), 2.33 (s, 3H); MS (ESI+) m/z 399 (M+H)+; Analysis calculated for C22H23FN2O2S 0.75 TFA: C, 58.26; H, 4.95; N, 5.79. Found: C, 58.26; H, 5.17; N, 5.63. Product: C(C1=CC=CC=C1)N(C=1C(=C(C=CC1)NS(=O)(=O)C)C)CC1=CC=C(C=C1)F (N-{3-[benzyl(4-fluorobenzyl)amino]-2-methylphenyl}methanesulfonamide). As a reaction SMILES: [CH2:1]([NH:8][C:9]1[C:10]([CH3:20])=[C:11]([NH:15][S:16]([CH3:19])(=[O:18])=[O:17])[CH:12]=[CH:13][CH:14]=1)[C:2]1[CH:7]=[CH:6][CH:5]=[CH:4][CH:3]=1.[F:21][C:22]1[CH:29]=[CH:28][C:25]([CH:26]=O)=[CH:24][CH:23]=1>>[CH2:1]([N:8]([CH2:26][C:25]1[CH:28]=[CH:29][C:22]([F:21])=[CH:23][CH:24]=1)[C:9]1[C:10]([CH3:20])=[C:11]([NH:15][S:16]([CH3:19])(=[O:18])=[O:17])[CH:12]=[CH:13][CH:14]=1)[C:2]1[CH:3]=[CH:4][CH:5]=[CH:6][CH:7]=1. Starting materials: C(C1=CC=CC=C1)NC=1C(=C(C=CC1)NS(=O)(=O)C)C (N-[3-(benzylamino)-2-methylphenyl]methanesulfonamide), FC1=CC=C(C=O)C=C1 (4-fluorobenzaldehyde). The reactants are O=C1COC2=C(OC1)C=CC=C2 (3-oxo-3,4-dihydro-2H-1,5-benzodioxepin), C([O-])([O-])=O.[Na+].[Na+] (sodium carbonate), C#N (hydrogen cyanide). Run in C1=CC=CC=C1 (benzene), C1=CC=CC=C1 (benzene). Conditions: time 8 hour. The product is OC1(COC2=C(OC1)C=CC=C2)C#N (3-hydroxy-3-cyano-3,4-dihydro-2H-1,5-benzodioxepin). Reaction SMILES: [O:1]=[C:2]1[CH2:8][O:7][C:6]2[CH:9]=[CH:10][CH:11]=[CH:12][C:5]=2[O:4][CH2:3]1.[CH:13]#[N:14].C(=O)([O-])[O-].[Na+].[Na+]>C1C=CC=CC=1>[OH:1][C:2]1([C:13]#[N:14])[CH2:3][O:4][C:5]2[CH:12]=[CH:11][CH:10]=[CH:9][C:6]=2[O:7][CH2:8]1 |f:2.3.4|. Reported procedure: To a stirred solution of 4.92 g. (30 millimoles) of 3-oxo-3,4-dihydro-2H-1,5-benzodioxepin in 100 mls. of benzene is added dropwise a solution of 30 millimoles of anhydrous hydrogen cyanide in 50 ml. of benzene. The reaction mixture is stirred overnight at ambient temperature, basified with 10% sodium carbonate solution and the organic layer separated. The benzene solution is washed once with water and dried successively over anhydrous magnesium sulfate and calcium sulfate. Evaporation of the so... The reactants are ClC1=CC=C(CN2C(NN=CC2=O)=O)C=C1 (4-(4-chlorobenzyl)-1,2,4-triazine-3,5(2H,4H)-dione), C(C)(=O)NC=1C=C(C=CC1)B(O)O (3-acetamidophenylboronic acid), N1=CC=CC=C1 (pyridine). Reagents/catalysts: C(C)(=O)[O-].[Cu+2].C(C)(=O)[O-] (copper(II) acetate). Solvent: CN(C)C=O (DMF). Conditions: temperature 60 celsius, time 8 hour. The product is ClC1=CC=C(CN2C(N(N=CC2=O)C=2C=C(C=CC2)NC(C)=O)=O)C=C1 (N-(3-(4-(4-chlorobenzyl)-3,5-dioxo-4,5-dihydro-1,2,4-triazin-2(3H)-yl)phenyl)acetamide). Isolated yield 39.2%. As a reaction SMILES: [Cl:1][C:2]1[CH:16]=[CH:15][C:5]([CH2:6][N:7]2[C:12](=[O:13])[CH:11]=[N:10][NH:9][C:8]2=[O:14])=[CH:4][CH:3]=1.[C:17]([NH:20][C:21]1[CH:22]=[C:23](B(O)O)[CH:24]=[CH:25][CH:26]=1)(=[O:19])[CH3:18].N1C=CC=CC=1>CN(C=O)C.C([O-])(=O)C.[Cu+2].C([O-])(=O)C>[Cl:1][C:2]1[CH:16]=[CH:15][C:5]([CH2:6][N:7]2[C:12](=[O:13])[CH:11]=[N:10][N:9]([C:25]3[CH:26]=[C:21]([NH:20][C:17](=[O:19])[CH3:18])[CH:22]=[CH:23][CH:24]=3)[C:8]2=[O:14])=[CH:4][CH:3]=1 |f:4.5.6|. Procedure details: According to Scheme 4 Step 2: To a stirred solution of 4-(4-chlorobenzyl)-1,2,4-triazine-3,5(2H,4H)-dione (0.250 g, 1.1 mmol) in DMF (5 mL) were added 3-acetamidophenylboronic acid (0.28 g, 1.6 mmol), copper(II) acetate (0.19 g, 1 mmol) and pyridine (0.17 g, 2.1 mmol) and the mixture was stirred overnight at 60° C. The reaction was quenched with a saturated sodium bicarbonate solution and extracted with ethyl acetate (×3). The combined organic layers were successively washed with water then with... Reactants: [Al+3], C1CCOC1, CN(C=O)CCC1(C)CCCc2c1n(C)c1ccccc21, [H-], [H-], [H-], [H-], [Li+]. Yields the product CN(C)CCC1(C)CCCc2c1n(C)c1ccccc21. Reaction SMILES: [Al+3:23].[CH2:28]1[O:29][CH2:30][CH2:31][CH2:32]1.[CH3:1][C:2]1([CH2:16][CH2:17][N:18]([CH:19]=[O:20])[CH3:21])[CH2:3][CH2:4][CH2:5][c:6]2[c:7]3[cH:8][cH:9][cH:10][cH:11][c:12]3[n:13]([CH3:15])[c:14]21.[H-:22].[H-:25].[H-:26].[H-:27].[Li+:24]>>[CH3:1][C:2]1([CH2:16][CH2:17][N:18]([CH3:19])[CH3:21])[CH2:3][CH2:4][CH2:5][c:6]2[c:7]3[cH:8][cH:9][cH:10][cH:11][c:12]3[n:13]([CH3:15])[c:14]21. Starting materials: FC1=CC=C(C=N1)C(C)O (1-(6-fluoro-pyridin-3-yl)-ethanol), C1(=CC=CC=C1)P(C1=CC=CC=C1)C1=CC=CC=C1 (triphenylphosphine), C1(=C(CC=CC1)C#N)C#N (1,4-cyclohexadiene-1,2-dicarbonitrile), CCCC[N+](CCCC)(CCCC)CCCC.[N-]=[N+]=[N-] (tetra-N-butylammonium azide). Solvent: ClCCl (dichloromethane), ClCCl (dichloromethane). Run at time 1 hour. The product is N(=[N+]=[N-])C(C)C=1C=CC(=NC1)F (5-(1-Azido-ethyl)-2-fluoro-pyridine). Isolated yield 65.8%. As a reaction SMILES: C1(P(C2C=CC=CC=2)C2C=CC=CC=2)C=CC=CC=1.C1(C#N)CC=CCC=1C#N.CCCC[N+](CCCC)(CCCC)CCCC.[N-:47]=[N+:48]=[N-:49].[F:50][C:51]1[N:56]=[CH:55][C:54]([CH:57](O)[CH3:58])=[CH:53][CH:52]=1>ClCCl>[N:47]([CH:57]([C:54]1[CH:53]=[CH:52][C:51]([F:50])=[N:56][CH:55]=1)[CH3:58])=[N+:48]=[N-:49] |f:2.3|. Reported procedure: To a 1-L flask kept cold in a ice bath, add triphenylphosphine (27.9 g, 106.3 mmol), 1,4-cyclohexadiene-1,2-dicarbonitrile, 4,5-dichloro-3,6-dioxo-(24.12 g, 106.3 mmol). Add dichloromethane slowly with stirring (150 mL). To the dark solution add tetra-N-butylammonium azide (30.23 g, 106.3 mmol) slowly, followed by 1-(6-fluoro-pyridin-3-yl)-ethanol (10 g, 70.85 mmol) dissolved in dichloromethane (10 mL). Remove the flask from the ice bath and stir at room temperature for 1 hour. Remove the solven... The reactants are [O-2].[La+3].[O-2].[O-2].[La+3] (lanthanum oxide), [N+](=O)([O-])[O-].[La+3].[N+](=O)([O-])[O-].[N+](=O)([O-])[O-] (lanthanum nitrate), aqueous solution, C(O)([O-])=O.[NH4+] (ammonium hydrogen carbonate), [La] (lanthanum). The solvent is [N+](=O)(O)[O-] (nitric acid), [N+](=O)([O-])[O-] (nitrate). The product is C([O-])([O-])=O.[La+3].C([O-])([O-])=O.C([O-])([O-])=O.[La+3] (lanthanum carbonate). As a reaction SMILES: [N+]([O-])([O-])=O.[La+3:5].[N+]([O-])([O-])=O.[N+]([O-])([O-])=O.[La].[O-2].[La+3].[O-2].[O-2].[La+3].[C:20](=[O:23])([O-:22])[OH:21].[NH4+]>[N+]([O-])(O)=O.[N+]([O-])([O-])=O>[C:20](=[O:21])([O-:23])[O-:22].[La+3:5].[C:20](=[O:21])([O-:23])[O-:22].[C:20](=[O:21])([O-:23])[O-:22].[La+3:5] |f:0.1.2.3,5.6.7.8.9,10.11,14.15.16.17.18|. Procedure details: An aqueous solution of lanthanum nitrate in a concentration of 0.2 mole/liter as lanthanum and having a pH of 3 was prepared by dissolving lanthanum oxide in nitric acid and 1 liter of this nitrate solution was admixed under agitation at room temperature with 1 liter of an aqueous solution containing 79 g (1 mole) of ammonium hydrogen carbonate to give an aqueous slurry of lanthanum carbonate. The amount of the ammonium hydrogen carbonate added to the nitrate solution was in excess by 67% over t...